This data is from the Open Reaction Database (ORD), a public repository of structured organic reaction records. The task is: describe an organic reaction: reactants, conditions, products, and yield The reactants are CS(=O)(=O)Cl, Cc1ccccc1, CC(=O)c1cc(N)ccc1Cl, O. Product: CC(=O)c1cc(NS(C)(=O)=O)ccc1Cl. As a reaction SMILES: [CH3:12][S:13]([Cl:14])(=[O:15])=[O:16].[CH3:18][c:19]1[cH:20][cH:21][cH:22][cH:23][cH:24]1.[NH2:1][c:2]1[cH:3][cH:4][c:5]([Cl:11])[c:6]([C:8]([CH3:9])=[O:10])[cH:7]1.[OH2:17]>>[NH:1]([c:2]1[cH:3][cH:4][c:5]([Cl:11])[c:6]([C:8]([CH3:9])=[O:10])[cH:7]1)[S:13]([CH3:12])(=[O:15])=[O:16]. Reactants: CCN(CC)CCOc1ccc(N)cc1, CN1C(=O)N(c2ccccc2)Cc2cnc(S(C)(=O)=O)nc21. Yields the product CCN(CC)CCOc1ccc(Nc2ncc3c(n2)N(C)C(=O)N(c2ccccc2)C3)cc1. Reaction SMILES: [CH2:23]([CH3:24])[N:25]([CH2:26][CH2:27][O:28][c:29]1[cH:30][cH:31][c:32]([NH2:33])[cH:34][cH:35]1)[CH2:36][CH3:37].[c:1]1([N:7]2[C:8](=[O:22])[N:9]([CH3:21])[c:10]3[n:11][c:12]([S:17]([CH3:18])(=[O:19])=[O:20])[n:13][cH:14][c:15]3[CH2:16]2)[cH:2][cH:3][cH:4][cH:5][cH:6]1>>[c:1]1([N:7]2[C:8](=[O:22])[N:9]([CH3:21])[c:10]3[n:11][c:12]([NH:33][c:32]4[cH:31][cH:30][c:29]([O:28][CH2:27][CH2:26][N:25]([CH2:23][CH3:24])[CH2:36][CH3:37])[cH:35][cH:34]4)[n:13][cH:14][c:15]3[CH2:16]2)[cH:2][cH:3][cH:4][cH:5][cH:6]1.